From a dataset of the Open Reaction Database (ORD), a public repository of structured organic reaction records. describe an organic reaction: reactants, conditions, products, and yield Reactants: ClC1=CC=NC2=CC(=C(C=C12)OC)OC (4-Chloro-6,7-dimethoxyquinoline), OC1=CC=C(C=C1)C(=O)C1=CC=C(C=C1)F (4-fluorophenyl 4-hydroxyphenyl ketone). Reaction conditions: temperature 170 celsius, time 20 minute. Yields the product FC1=CC=C(C=C1)C(=O)C1=CC=C(C=C1)OC1=CC=NC2=CC(=C(C=C12)OC)OC ((4-fluorophenyl){4-[(6,7-Dimethoxy-4-quinolyl)oxy]phenyl}methanone). Yield: 56.4%. As a reaction SMILES: Cl[C:2]1[C:11]2[C:6](=[CH:7][C:8]([O:14][CH3:15])=[C:9]([O:12][CH3:13])[CH:10]=2)[N:5]=[CH:4][CH:3]=1.[OH:16][C:17]1[CH:22]=[CH:21][C:20]([C:23]([C:25]2[CH:30]=[CH:29][C:28]([F:31])=[CH:27][CH:26]=2)=[O:24])=[CH:19][CH:18]=1>>[F:31][C:28]1[CH:29]=[CH:30][C:25]([C:23]([C:20]2[CH:21]=[CH:22][C:17]([O:16][C:2]3[C:11]4[C:6](=[CH:7][C:8]([O:14][CH3:15])=[C:9]([O:12][CH3:13])[CH:10]=4)[N:5]=[CH:4][CH:3]=3)=[CH:18][CH:19]=2)=[O:24])=[CH:26][CH:27]=1. Reported procedure: 4-Chloro-6,7-dimethoxyquinoline (112 mg) and commercially available 4-fluorophenyl 4-hydroxyphenyl ketone (324 mg) were mixed and stirred at 170° C. for 20 minutes. The reaction mixture was then purified in the same manner as described in Example 41 to obtain 114 mg of the title compound (yield: 57%). The reactants are CC(C)O, O=C(NCC1CCC(c2nc(I)c3c(Cl)nccn23)CC1)OCc1ccccc1, N. Product: Nc1nccn2c(C3CCC(CNC(=O)OCc4ccccc4)CC3)nc(I)c12. As a reaction SMILES: [CH:31]([OH:32])([CH3:33])[CH3:34].[Cl:1][c:2]1[c:3]2[n:4]([cH:5][cH:6][n:7]1)[c:8]([CH:12]1[CH2:13][CH2:14][CH:15]([CH2:18][NH:19][C:20]([O:21][CH2:22][c:23]3[cH:24][cH:25][cH:26][cH:27][cH:28]3)=[O:29])[CH2:16][CH2:17]1)[n:9][c:10]2[I:11].[NH3:30]>>[c:2]1([NH2:30])[c:3]2[n:4]([cH:5][cH:6][n:7]1)[c:8]([CH:12]1[CH2:13][CH2:14][CH:15]([CH2:18][NH:19][C:20]([O:21][CH2:22][c:23]3[cH:24][cH:25][cH:26][cH:27][cH:28]3)=[O:29])[CH2:16][CH2:17]1)[n:9][c:10]2[I:11]. The reactants are ClC1=NC=CC(=C1)C1=NC(=CC(=N1)C1=CC(=C(C=C1)C(F)(F)F)OCC(F)(F)F)C(F)(F)F (2-(2-chloro-pyridin-4-yl)-4-[3-(2,2,2-trifluoroethoxy)-4-trifluoromethyl-phenyl]-6-trifluoromethyl-pyrimidine), NC1=NC=C(C=C1)B1OC(C(O1)(C)C)(C)C (2-amino-5-(4,4,5,5-tetramethyl-1,3,2-dioxaborolan-2-yl)pyridine). The product is FC(COC=1C=C(C=CC1C(F)(F)F)C1=NC(=NC(=C1)C(F)(F)F)C1=CC(=NC=C1)C=1C=NC(=CC1)N)(F)F (4-{4-[3-(2,2,2-Trifluoro-ethoxy)-4-trifluoromethyl-phenyl]-6-trifluoromethyl-pyrimidin-2-yl}-[2,3′]bipyridinyl-6′-ylamine), solid. Isolated yield 77.0%. Reaction SMILES: Cl[C:2]1[CH:7]=[C:6]([C:8]2[N:13]=[C:12]([C:14]3[CH:19]=[CH:18][C:17]([C:20]([F:23])([F:22])[F:21])=[C:16]([O:24][CH2:25][C:26]([F:29])([F:28])[F:27])[CH:15]=3)[CH:11]=[C:10]([C:30]([F:33])([F:32])[F:31])[N:9]=2)[CH:5]=[CH:4][N:3]=1.[NH2:34][C:35]1[CH:40]=[CH:39][C:38](B2OC(C)(C)C(C)(C)O2)=[CH:37][N:36]=1>>[F:27][C:26]([F:29])([F:28])[CH2:25][O:24][C:16]1[CH:15]=[C:14]([C:12]2[CH:11]=[C:10]([C:30]([F:33])([F:32])[F:31])[N:9]=[C:8]([C:6]3[CH:5]=[CH:4][N:3]=[C:2]([C:38]4[CH:37]=[N:36][C:35]([NH2:34])=[CH:40][CH:39]=4)[CH:7]=3)[N:13]=2)[CH:19]=[CH:18][C:17]=1[C:20]([F:23])([F:22])[F:21]. Procedure details: The title compound was prepared from 2-(2-chloro-pyridin-4-yl)-4-[3-(2,2,2-trifluoroethoxy)-4-trifluoromethyl-phenyl]-6-trifluoromethyl-pyrimidine (example E.56) (0.25 g, 0.5 mmol) and commercially available 2-amino-5-(4,4,5,5-tetramethyl-1,3,2-dioxaborolan-2-yl)pyridine (0.13 g, 0.6 mmol) according to the general procedure VI. Obtained as a light brown solid (0.21 g, 77%). MS (ISP) 560.0 [(M+H)+]; mp 223° C. The solvent is CO (methanol). Isolated yield 96.0%. Reactants: C(C)(C)(C)OC(=O)NCCOC1=CC=C(C=C1)[N+](=O)[O-] (N-(tert-butoxycarbonyl)-2-(4-nitrophenoxy)ethylamine). As a reaction SMILES: [C:1]([O:5][C:6]([NH:8][CH2:9][CH2:10][O:11][C:12]1[CH:17]=[CH:16][C:15]([N+:18]([O-])=O)=[CH:14][CH:13]=1)=[O:7])([CH3:4])([CH3:3])[CH3:2]>[C].[Pd].CO>[C:1]([O:5][C:6]([NH:8][CH2:9][CH2:10][O:11][C:12]1[CH:17]=[CH:16][C:15]([NH2:18])=[CH:14][CH:13]=1)=[O:7])([CH3:4])([CH3:2])[CH3:3] |f:1.2|. Procedure details: N-(tert-butoxycarbonyl)-2-(4-nitrophenoxy)ethylamine (5.91 g) was dissolved into methanol (200 ml) and subjected to hydrogeration reaction at ambient pressure by adding 10% palladium carbon catalyst (0.5 g). After completion of hydrogeration reaction, excess catalyst was removed by filtration. Filtrate was concentrated under vacuum to obtain N-(tert-butoxycarbonyl)-2-(4-aminophenoxy)ethylamine (5.07 g) as color-less oily substance. (1-3) N-(tert-butoxycarbonyl)-2-(4-aminophenoxy)ethylamine (1.00... Reagents/catalysts: [C].[Pd] (palladium carbon). Product: C(C)(C)(C)OC(=O)NCCOC1=CC=C(C=C1)N (N-(tert-butoxycarbonyl)-2-(4-aminophenoxy)ethylamine). Starting materials: CC(C)N(NC(=O)c1ccccc1)C(=O)COc1c(F)cc(F)cc1Br, O=C([O-])[O-], CCc1ccccc1B(O)O, COCCOC, [Na+], [Na+]. Yields the product CCc1ccccc1-c1cc(F)cc(F)c1OCC(=O)N(NC(=O)c1ccccc1)C(C)C. As a reaction SMILES: [Br:1][c:2]1[c:3]([O:4][CH2:5][C:6](=[O:7])[N:8]([NH:9][C:10]([c:11]2[cH:12][cH:13][cH:14][cH:15][cH:16]2)=[O:17])[CH:18]([CH3:19])[CH3:20])[c:21]([F:26])[cH:22][c:23]([F:25])[cH:24]1.[C:27](=[O:28])([O-:29])[O-:30].[CH2:33]([CH3:34])[c:35]1[c:36]([B:41]([OH:42])[OH:43])[cH:37][cH:38][cH:39][cH:40]1.[CH3:44][O:45][CH2:46][CH2:47][O:48][CH3:49].[Na+:31].[Na+:32]>>[c:2]1(-[c:36]2[c:35]([CH2:33][CH3:34])[cH:40][cH:39][cH:38][cH:37]2)[c:3]([O:4][CH2:5][C:6](=[O:7])[N:8]([NH:9][C:10]([c:11]2[cH:12][cH:13][cH:14][cH:15][cH:16]2)=[O:17])[CH:18]([CH3:19])[CH3:20])[c:21]([F:26])[cH:22][c:23]([F:25])[cH:24]1. The reactants are ClC1=C(C(=O)NC2=C(C=NC=C2F)F)C(=CC(=C1)C#N)Cl (2,6-dichloro-4-cyano-N-(3,5-difluoropyridin-4-yl)-benzamide), S(=O)(Cl)Cl (thionyl chloride). Run at temperature 85 celsius, time 56 hour. Product: ClC1=C(C(=NC2=C(C=NC=C2F)F)Cl)C(=CC(=C1)C#N)Cl (2,6-Dichloro-4-cyano-N-(3,5-difluoropyridin-4-yl)-benzimidoyl chloride). Reaction SMILES: [Cl:1][C:2]1[CH:18]=[C:17]([C:19]#[N:20])[CH:16]=[C:15]([Cl:21])[C:3]=1[C:4]([NH:6][C:7]1[C:12]([F:13])=[CH:11][N:10]=[CH:9][C:8]=1[F:14])=O.S(Cl)([Cl:24])=O>>[Cl:1][C:2]1[CH:18]=[C:17]([C:19]#[N:20])[CH:16]=[C:15]([Cl:21])[C:3]=1[C:4]([Cl:24])=[N:6][C:7]1[C:12]([F:13])=[CH:11][N:10]=[CH:9][C:8]=1[F:14]. Procedure details: A stirred suspension of 2,6-dichloro-4-cyano-N-(3,5-difluoropyridin-4-yl)-benzamide (1.35 g, 4.12 mmol) in thionyl chloride (14 mL) was heated at 85° C. for 5 hours and then at 80° C. for 56 hours under a nitrogen atmosphere. After cooling to room temperature, the volatiles were removed under reduced pressure to afford the title compound as an orange solid (1.5 g, quantitative). LCMS (Method D): RT=4.01 min, m/z: 346 [M+H+].